Dataset: the Open Reaction Database (ORD), a public repository of structured organic reaction records. Task: describe an organic reaction: reactants, conditions, products, and yield The reactants are C(C)(=O)C1=CC=C(C=C1)S(=O)(=O)Cl (4-acetylbenzenesulfonyl chloride), C(C)(=O)C1=CC=C(C=C1)S(=O)(=O)[O-].[Na+] (sodium 4-acetylbenzenesulfonate), N1CC(CCC1)CO (3-piperidinemethanol). Solvent: O (water). Run at time 16 hour. The product is C(C)(=O)C1=CC=C(C=C1)S(=O)(=O)N1CC(CCC1)CO (1-(4-Acetylbenzenesulfonyl)-3-piperidinemethanol). Reaction SMILES: [C:1]([C:4]1[CH:9]=[CH:8][C:7]([S:10](Cl)(=[O:12])=[O:11])=[CH:6][CH:5]=1)(=[O:3])[CH3:2].C(C1C=CC(S([O-])(=O)=O)=CC=1)(=O)C.[Na+].[NH:28]1[CH2:33][CH2:32][CH2:31][CH:30]([CH2:34][OH:35])[CH2:29]1>O>[C:1]([C:4]1[CH:9]=[CH:8][C:7]([S:10]([N:28]2[CH2:33][CH2:32][CH2:31][CH:30]([CH2:34][OH:35])[CH2:29]2)(=[O:12])=[O:11])=[CH:6][CH:5]=1)(=[O:3])[CH3:2] |f:1.2|. Procedure: The damp 4-acetylbenzenesulfonyl chloride from 100 g. of sodium 4-acetylbenzenesulfonate is added to a solution of 114 g. of 3-piperidinemethanol in 900 ml. of water. The mixture is stirred at room temperature for 16 hours, cooled, and the precipitate for 1-(4-acetylbenzenesulfonyl)-3-piperidinemethanol collected by filtration, washed with water and dried; m.p. 104°-106° C. after crystallization from aqueous ethanol. Reactants: CC(C)(C)O, C=CCCCCCCCCn1c(=O)c2c(ncn2C)n(C)c1=O, C[N+]1([O-])CCOCC1, CC(C)=O, [Na+], [Na+], O=[Os](=O)(=O)=O, O, O=S([O-])S(=O)[O-]. Product: Cn1cnc2c1c(=O)n(CCCCCCCCC(O)CO)c(=O)n2C. Reaction SMILES: [C:41]([OH:42])([CH3:43])([CH3:44])[CH3:45].[CH2:1]([CH2:2][CH2:3][CH2:4][CH2:5][CH2:6][CH2:7][CH2:8][CH:9]=[CH2:10])[n:11]1[c:12](=[O:13])[n:14]([CH3:23])[c:15]2[n:16][cH:17][n:18]([CH3:22])[c:19]2[c:20]1=[O:21].[CH3:24][N+:25]1([O-:26])[CH2:27][CH2:29][O:28][CH2:30][CH2:31]1.[CH3:46][C:47](=[O:48])[CH3:49].[Na+:39].[Na+:40].[O:50]=[Os:51](=[O:52])(=[O:53])=[O:54].[OH2:32].[S:33]([S:34]([O-:35])=[O:36])([O-:37])=[O:38]>>[CH2:1]([CH2:2][CH2:3][CH2:4][CH2:5][CH2:6][CH2:7][CH2:8][CH:9]([CH2:10][OH:28])[OH:32])[n:11]1[c:12](=[O:13])[n:14]([CH3:23])[c:15]2[n:16][cH:17][n:18]([CH3:22])[c:19]2[c:20]1=[O:21]. Starting materials: CCO, CCOC(=O)Cn1c(=O)c2cc(Cl)ccc2n(Cc2ccc(F)cc2)c1=O, [K+], [OH-]. The product is O=C(O)Cn1c(=O)c2cc(Cl)ccc2n(Cc2ccc(F)cc2)c1=O. Reaction SMILES: [CH3:30][CH2:31][OH:32].[Cl:1][c:2]1[cH:3][c:4]2[c:5](=[O:27])[n:6]([CH2:21][C:22](=[O:23])[O:24][CH2:25][CH3:26])[c:7](=[O:20])[n:8]([CH2:12][c:13]3[cH:14][cH:15][c:16]([F:19])[cH:17][cH:18]3)[c:9]2[cH:10][cH:11]1.[K+:29].[OH-:28]>>[Cl:1][c:2]1[cH:3][c:4]2[c:5](=[O:27])[n:6]([CH2:21][C:22](=[O:23])[OH:24])[c:7](=[O:20])[n:8]([CH2:12][c:13]3[cH:14][cH:15][c:16]([F:19])[cH:17][cH:18]3)[c:9]2[cH:10][cH:11]1. The reactants are CN(C)C, Cc1ccccc1, [Cl-], N#Cc1ccc2c(c1Cl)CCOC2, N#Cc1cc2c(cc1Cl)COCC2, [NH4+], [Na+], [OH-]. The product is N=C(N)c1cc2c(cc1Cl)COCC2. Reaction SMILES: [CH3:1][N:2]([CH3:3])[CH3:4].[CH3:35][c:36]1[cH:37][cH:38][cH:39][cH:40][cH:41]1.[Cl-:5].[Cl:20][c:21]1[c:22]([C:23]#[N:24])[cH:25][cH:26][c:27]2[c:28]1[CH2:29][CH2:30][O:31][CH2:32]2.[Cl:7][c:8]1[c:9]([C:18]#[N:19])[cH:10][c:11]2[c:16]([cH:17]1)[CH2:15][O:14][CH2:13][CH2:12]2.[NH4+:6].[Na+:34].[OH-:33]>>[NH2:2][C:18]([c:9]1[c:8]([Cl:7])[cH:17][c:16]2[c:11]([cH:10]1)[CH2:12][CH2:13][O:14][CH2:15]2)=[NH:19]. The reactants are COC(=O)C=1C=2CC(C(NC2C=CC1)=O)C=1N=C(SC1)C1=CC=NC=C1 (1,2,3,4-tetrahydro-2-oxo-3-[2-(4-pyridyl)-4-thiazolyl]-5-quinolinecarboxylic acid methyl ester), C1CC(=O)N(C1=O)Br (NBS), CC(C)(C#N)N=NC(C)(C)C#N (AIBN). Procedure details: In an oven-dried, 100-mL, round-bottomed flask was placed 1,2,3,4-tetrahydro-2-oxo-3-[2-(4-pyridyl)-4-thiazolyl]-5-quinolinecarboxylic acid methyl ester (Step a, 60 mg, 0.16 mmol), NBS (Aldrich, 32 mg, 0.18 mmol), and AIBN (Aldrich, 5 mg, 0.03 mmol) in CCl4 (10 mL). The mixture was heated to 85° C. for 2 h, cooled to RT, and quenched with 2N NH3 in MeOH (5 mL). The crude product was concentrated in vacuo, and the resulting solid was filtered, washed with H2O (3×5 mL), and MeOH (1×2 mL) to afford... Reaction SMILES: [CH3:1][O:2][C:3]([C:5]1[C:6]2[CH2:7][CH:8]([C:16]3[N:17]=[C:18]([C:21]4[CH:26]=[CH:25][N:24]=[CH:23][CH:22]=4)[S:19][CH:20]=3)[C:9](=[O:15])[NH:10][C:11]=2[CH:12]=[CH:13][CH:14]=1)=[O:4].C1C(=O)N(Br)C(=O)C1.CC(N=NC(C#N)(C)C)(C#N)C>C(Cl)(Cl)(Cl)Cl>[CH3:1][O:2][C:3]([C:5]1[C:6]2[CH:7]=[C:8]([C:16]3[N:17]=[C:18]([C:21]4[CH:22]=[CH:23][N:24]=[CH:25][CH:26]=4)[S:19][CH:20]=3)[C:9](=[O:15])[NH:10][C:11]=2[CH:12]=[CH:13][CH:14]=1)=[O:4]. Reaction conditions: temperature 85 celsius. Yields the product COC(=O)C=1C=2C=C(C(NC2C=CC1)=O)C=1N=C(SC1)C1=CC=NC=C1 (1,2-dihydro-2-oxo-3-[2-(4-pyridyl)-4-thiazolyl]-5-quinoline carboxylic acid methyl ester). The solvent is C(Cl)(Cl)(Cl)Cl (CCl4). Reactants: FC1=CC=C(C=C1)C1=NC2=CC=C(C=C2N=C1N1CC=C(CC1)C1=NC=CC=C1)C(=O)OC (methyl 2-(4-fluorophenyl)-3-(4-(pyridin-2-yl)-5,6-dihydropyridin-1(2H)-yl)quinoxaline-6-carboxylate), O (water). Reagents/catalysts: O=[Pt]=O (PtO2). Solvent: C(C)(=O)OCC (ethyl acetate). Conditions: time 2 hour. The product is FC1=CC=C(C=C1)C1=NC2=CC=C(C=C2N=C1N1CCC(CC1)C1=NC=CC=C1)C(=O)OC (methyl 2-(4-fluorophenyl)-3-[4-(pyridin-2-yl)piperidin-1-yl]quinoxaline-6-carboxylate). Isolated yield 55.8%. As a reaction SMILES: [F:1][C:2]1[CH:7]=[CH:6][C:5]([C:8]2[C:17]([N:18]3[CH2:23][CH2:22][C:21]([C:24]4[CH:29]=[CH:28][CH:27]=[CH:26][N:25]=4)=[CH:20][CH2:19]3)=[N:16][C:15]3[C:10](=[CH:11][CH:12]=[C:13]([C:30]([O:32][CH3:33])=[O:31])[CH:14]=3)[N:9]=2)=[CH:4][CH:3]=1.O>C(OCC)(=O)C.O=[Pt]=O>[F:1][C:2]1[CH:3]=[CH:4][C:5]([C:8]2[C:17]([N:18]3[CH2:19][CH2:20][CH:21]([C:24]4[CH:29]=[CH:28][CH:27]=[CH:26][N:25]=4)[CH2:22][CH2:23]3)=[N:16][C:15]3[C:10](=[CH:11][CH:12]=[C:13]([C:30]([O:32][CH3:33])=[O:31])[CH:14]=3)[N:9]=2)=[CH:6][CH:7]=1. Reported procedure: To a solution of methyl 2-(4-fluorophenyl)-3-(4-(pyridin-2-yl)-5,6-dihydropyridin-1(2H)-yl)quinoxaline-6-carboxylate (150 mg, 0.34 mmol) in ethyl acetate (30 ml) was added PtO2 (38 mg) and the reaction mixture was stirred at room temperature for 2 hours under an atmosphere of H2(g). The reaction mixture was added to water (100 ml), extracted with dichloromethane (3×30 mL), and the organic layers combined, dried over anhydrous magnesium sulfate, and concentrated under reduced pressure to give the... Starting materials: crude material, [Br-].[Al+3].[Br-].[Br-] (aluminum bromide), Cl (HCl), C1=CC=CC=C1 (benzene), COC1C(C2=CC=CC=C2C1)=O (methoxy indanone), C(C)(=O)[O-] (acetate), C1=CC=CC=C1 (benzene). The product is OC1=CC=C2CC(C(C2=C1)=O)C (6-Hydroxy-2-methyl-1-indanone). As a reaction SMILES: [Br-].[Al+3].[Br-].[Br-].CO[CH:7]1[CH2:15][C:14]2[C:9](=CC=[CH:12][CH:13]=2)[C:8]1=[O:16].[C:17]([O-:20])(=O)[CH3:18].Cl.[CH:22]1C=CC=CC=1>>[OH:20][C:17]1[CH:18]=[C:9]2[C:14]([CH2:15][CH:7]([CH3:22])[C:8]2=[O:16])=[CH:13][CH:12]=1 |f:0.1.2.3|. Procedure details: To a stirred solution of anhydrous aluminum bromide (69.82 g, 0.261 mole) in anhydrous benzene (250 mL) kept under nitrogen is added dropwise over 30 minutes a solution of the methoxy indanone (18 g, 0.102 mole) of Step C, in benzene (60 mL). The mixture is gently refluxed for 3 hours (TLC, dichloromethaneethyl acetate 8:2, UV), cooled in an ice bath and treated dropwise with 6N-HCl (ca. 200 mL) to decompose the aluminum complex. The aqueous phase is extracted with ether (3 times), the extracts ... Starting materials: CCOC(=O)c1cc2cc(CNC(=O)c3cccnc3Oc3ccc(F)cc3)ccc2[nH]1, CCO, [Na+], [OH-]. The product is O=C(O)c1cc2cc(CNC(=O)c3cccnc3Oc3ccc(F)cc3)ccc2[nH]1. RXN SMILES: [CH2:1]([CH3:2])[O:3][C:4](=[O:5])[c:6]1[nH:7][c:8]2[cH:9][cH:10][c:11]([CH2:15][NH:16][C:17](=[O:18])[c:19]3[c:20]([O:25][c:26]4[cH:27][cH:28][c:29]([F:32])[cH:30][cH:31]4)[n:21][cH:22][cH:23][cH:24]3)[cH:12][c:13]2[cH:14]1.[CH3:35][CH2:36][OH:37].[Na+:34].[OH-:33]>>[O:3]=[C:4]([OH:5])[c:6]1[nH:7][c:8]2[cH:9][cH:10][c:11]([CH2:15][NH:16][C:17](=[O:18])[c:19]3[c:20]([O:25][c:26]4[cH:27][cH:28][c:29]([F:32])[cH:30][cH:31]4)[n:21][cH:22][cH:23][cH:24]3)[cH:12][c:13]2[cH:14]1. Starting materials: COC1=C(CCBr)C=CC=C1 (2-methoxyphenethyl bromide), B(Br)(Br)Br (BBr3). Solvent: C(Cl)Cl (CH2Cl2), C(Cl)Cl (CH2Cl2). The product is OC1=C(CCBr)C=CC=C1 (2-hydroxy phenethyl bromide). RXN SMILES: C[O:2][C:3]1[CH:11]=[CH:10][CH:9]=[CH:8][C:4]=1[CH2:5][CH2:6][Br:7].B(Br)(Br)Br>C(Cl)Cl>[OH:2][C:3]1[CH:11]=[CH:10][CH:9]=[CH:8][C:4]=1[CH2:5][CH2:6][Br:7]. Procedure: To a solution of 2-methoxyphenethyl bromide (1.07 g, 4.98 mmol) in 5 ml of CH2Cl2 was added BBr3 (9.5 ml, 1.0 M in CH2Cl2) at -78° C. and it was allowed to warm to rt over 1.5 h. The reaction mixture was poured into CH2Cl2 and was washed with brine, dried to afford 2-hydroxy phenethyl bromide (quantitative).